This data is from the Open Reaction Database (ORD), a public repository of structured organic reaction records. The task is: describe an organic reaction: reactants, conditions, products, and yield The yield is 54.2%. Yields the product COC(=O)C1=CC=C2C=CN(C2=C1)CC1=CC=C(C=C1)OC (1-(4-methoxy-phenylmethyl)-1H-indole-6-carboxylic acid methyl ester). Conditions: time 3.5 hour. Solvent: O (water), C(C)(=O)OCC (ethyl acetate), CN(C)C=O (DMF). The reactants are COC(=O)C1=CC=C2C=CNC2=C1 (1H-indole-6-carboxylic acid methyl ester), COC1=CC=C(CBr)C=C1 (4-methoxybenzyl bromide), [H-].[Na+] (sodium hydride). Reaction SMILES: [CH3:1][O:2][C:3]([C:5]1[CH:13]=[C:12]2[C:8]([CH:9]=[CH:10][NH:11]2)=[CH:7][CH:6]=1)=[O:4].[CH3:14][O:15][C:16]1[CH:23]=[CH:22][C:19]([CH2:20]Br)=[CH:18][CH:17]=1.[H-].[Na+]>CN(C=O)C.O.C(OCC)(=O)C>[CH3:1][O:2][C:3]([C:5]1[CH:13]=[C:12]2[C:8]([CH:9]=[CH:10][N:11]2[CH2:20][C:19]2[CH:22]=[CH:23][C:16]([O:15][CH3:14])=[CH:17][CH:18]=2)=[CH:7][CH:6]=1)=[O:4] |f:2.3|. Procedure details: To a solution of commercially available 1H-indole-6-carboxylic acid methyl ester (0.35 g, 2.0 mmol) and 4-methoxybenzyl bromide (0.32 mL, 2.2 mmol) in DMF (2 mL) was added sodium hydride (92 mg, 2.3 mmol). After stirring at room temperature for 3.5 hr, the solution was diluted with water (25 mL) and ethyl acetate (75 mL), the organic layer was washed again with dilute NaHCO3 (25 mL) and then brine (25 mL). The organic layer was dried over Na2SO4, filtered and concentrated. The remaining residue ... The reactants are C(C(C)C)N1C(N(C(C=2C1=NN(C2C2=CC(=CN2C)C(=O)O)CC2=CNC1=CC=C(C=C21)C)=O)C)=O (5-{7-isobutyl-5-methyl-2-[(5-methyl-1H-indol-3-yl)methyl]4,6-dioxo-4,5,6,7-tetrahydro-2H-pyrazolo[3,4-d]pyrimidin-3-yl}-1-methyl-1H-pyrrole-3-carboxylic acid), N (ammonia), C(#N)P(OCC)(OCC)=O (diethyl cyanophosphonate). Yields the product C(C(C)C)N1C(N(C(C=2C1=NN(C2C2=CC(=CN2C)C(=O)NC)CC2=CNC1=CC=C(C=C21)C)=O)C)=O (5-{7-isobutyl-5-methyl-2-[(5-methyl-1H-indol-3-yl)methyl]4,6-dioxo-4,5,6,7-tetrahydro-2H-pyrazolo[3,4-d]pyrimidin-3-yl}-N,1-dimethyl-1H-pyrrole-3-carboxamide). As a reaction SMILES: [CH2:1]([N:5]1[C:10]2=[N:11][N:12]([CH2:23][C:24]3[C:32]4[C:27](=[CH:28][CH:29]=[C:30]([CH3:33])[CH:31]=4)[NH:26][CH:25]=3)[C:13]([C:14]3[N:18]([CH3:19])[CH:17]=[C:16]([C:20]([OH:22])=O)[CH:15]=3)=[C:9]2[C:8](=[O:34])[N:7]([CH3:35])[C:6]1=[O:36])[CH:2]([CH3:4])[CH3:3].N.[C:38](P(=O)(OCC)OCC)#[N:39]>>[CH2:1]([N:5]1[C:10]2=[N:11][N:12]([CH2:23][C:24]3[C:32]4[C:27](=[CH:28][CH:29]=[C:30]([CH3:33])[CH:31]=4)[NH:26][CH:25]=3)[C:13]([C:14]3[N:18]([CH3:19])[CH:17]=[C:16]([C:20]([NH:39][CH3:38])=[O:22])[CH:15]=3)=[C:9]2[C:8](=[O:34])[N:7]([CH3:35])[C:6]1=[O:36])[CH:2]([CH3:3])[CH3:4]. Procedure details: This compound was synthesized by the reaction of 5-{7-isobutyl-5-methyl-2-[(5-methyl-1H-indol-3-yl)methyl]4,6-dioxo-4,5,6,7-tetrahydro-2H-pyrazolo[3,4-d]pyrimidin-3-yl}-1-methyl-1H-pyrrole-3-carboxylic acid and ammonia using diethyl cyanophosphonate as a coupling reagent. Mass: 502.25 (M+H). The reactants are C(C)(C)C=1C=C2C=CC=NC2=C(C1)C=1C=C(C=CC1)C=C(C#N)C1=CC=NC=C1 (3-[3-(6-isopropyl-quinolin-8-yl)-phenyl]-2-pyridin-4-yl-acrylonitrile), C1=CC=C(C(=C1)C(=O)[O-])C(=O)O[O-].[Mg+2] (MMPP). The solvent is C([O-])(O)=O.[Na+] (sodium bicarbonate), C(C)(=O)OCC (ethyl acetate), C(Cl)Cl.CO (CH2Cl2 MeOH). Conditions: temperature 21 celsius, time 18 hour. Product: C(C)(C)C=1C=C2C=CC=NC2=C(C1)C=1C=C(C=CC1)C1C(O1)(C#N)C1=CC=NC=C1 (3-[3-(6-Isopropyl-quinolin-8-yl)-phenyl]-2-pyridin-4-yl-oxirane-2-carbonitrile). RXN SMILES: [CH:1]([C:4]1[CH:5]=[C:6]2[C:11](=[C:12]([C:14]3[CH:15]=[C:16]([CH:20]=[C:21]([C:24]4[CH:29]=[CH:28][N:27]=[CH:26][CH:25]=4)[C:22]#[N:23])[CH:17]=[CH:18][CH:19]=3)[CH:13]=1)[N:10]=[CH:9][CH:8]=[CH:7]2)([CH3:3])[CH3:2].C1C=C(C([O-])=[O:37])C(C(O[O-])=O)=CC=1.[Mg+2]>C(Cl)Cl.CO.C(=O)(O)[O-].[Na+].C(OCC)(=O)C>[CH:1]([C:4]1[CH:5]=[C:6]2[C:11](=[C:12]([C:14]3[CH:15]=[C:16]([CH:20]4[O:37][C:21]4([C:24]4[CH:25]=[CH:26][N:27]=[CH:28][CH:29]=4)[C:22]#[N:23])[CH:17]=[CH:18][CH:19]=3)[CH:13]=1)[N:10]=[CH:9][CH:8]=[CH:7]2)([CH3:3])[CH3:2] |f:1.2,3.4,5.6|. Procedure: To a solution of 3-[3-(6-isopropyl-quinolin-8-yl)-phenyl]-2-pyridin-4-yl-acrylonitrile from Step 1 (75 mg, 0.3 mmol) in CH2Cl2/MeOH (1:1, 2 mL) was added MMPP (148 mg, 0.3 mmol). The resulting reaction mixture was stirred 18 h at 21° C., then diluted with a sodium bicarbonate solution and ethyl acetate. The organic extracts were washed (H2O, brine), dried (MgSO4), filtered and concentrated. Purification by flash chromatography (eluting with EtOH/ethyl acetate, 10:90) provided the title compounds... Starting materials: O1CCCC=C1 (Dihydropyran), SCC(=O)OC (methyl mercaptoacetate), CCOCC (ether), Cl (Hydrogen chloride). Reaction conditions: time 8 hour. Yields the product O1C(CCCC1)CC(=S)OC (methyl tetrahydropyran-2-ylthioacetate). As a reaction SMILES: [O:1]1[CH:6]=[CH:5][CH2:4][CH2:3][CH2:2]1.[SH:7]CC(OC)=O.Cl.[CH3:14][CH2:15][O:16][CH2:17]C>>[O:1]1[CH2:2][CH2:3][CH2:4][CH2:5][CH:6]1[CH2:14][C:15]([O:16][CH3:17])=[S:7]. Procedure details: Dihydropyran (19 g, 230 mmol) was added dropwise to a solution of methyl mercaptoacetate (20 g, 188 mmol) in anhydrous ether (40 cm3) cooled in ice. Hydrogen chloride was passed into this solution until it began to feel warm and then the mixture was left to stand at room temperature overnight. Volatile components were removed under reduced pressure (50 C at 20 mmHg) to give the methyl tetrahydropyran-2-ylthioacetate in essentially quanitative yield. This material was sufficiently pure to be used... Reactants: CCOC(C)=O, [H-], ICCN1CCCC1, Ic1nc(I)c(I)[nH]1, I, [Na+], CN(C)C=O. Product: Ic1nc(I)n(CCN2CCCC2)c1I. As a reaction SMILES: [CH3:25][CH2:26][O:27][C:28]([CH3:29])=[O:30].[H-:10].[I:11][CH2:12][CH2:13][N:14]1[CH2:15][CH2:16][CH2:17][CH2:18]1.[I:1][c:2]1[nH:3][c:4]([I:8])[c:5]([I:7])[n:6]1.[IH:19].[Na+:9].[O:20]=[CH:21][N:22]([CH3:23])[CH3:24]>>[I:1][c:2]1[n:3]([CH2:12][CH2:13][N:14]2[CH2:15][CH2:16][CH2:17][CH2:18]2)[c:4]([I:8])[c:5]([I:7])[n:6]1.